From a dataset of the Open Reaction Database (ORD), a public repository of structured organic reaction records. describe an organic reaction: reactants, conditions, products, and yield Starting materials: CO (methanol), P(Cl)(Cl)(Cl)(Cl)Cl (phosphorus pentachloride), C1(=CC=CC=C1)CC(=O)NC1[C@@H]2N(C(=C(CS2)CSC=2N=NN(N2)CC#C)C(=O)OC(C2=CC=CC=C2)C2=CC=CC=C2)C1=O (benzhydryl 7-(2-phenylacetamido)-3-[2-(2-propynyl)-2H-tetrazol-5-yl]thiomethyl-3-cephem-4-carboxylate), N1=CC=CC=C1 (pyridine). Solvent: C(Cl)Cl (methylene chloride). Reaction conditions: temperature 5 celsius, time 30 minute. The product is NC1[C@@H]2N(C(=C(CS2)CSC=2N=NN(N2)CC#C)C(=O)OC(C2=CC=CC=C2)C2=CC=CC=C2)C1=O (benzhydryl 7-amino-3-[2-(2-propynyl)-2H-tetrazol-5- yl]thiomethyl-3-cephem-4-carboxylate). Yield: 69.0%. As a reaction SMILES: P(Cl)(Cl)(Cl)(Cl)Cl.N1C=CC=CC=1.C1(CC([NH:22][CH:23]2[C:56](=[O:57])[N:25]3[C:26]([C:40]([O:42][CH:43]([C:50]4[CH:55]=[CH:54][CH:53]=[CH:52][CH:51]=4)[C:44]4[CH:49]=[CH:48][CH:47]=[CH:46][CH:45]=4)=[O:41])=[C:27]([CH2:30][S:31][C:32]4[N:33]=[N:34][N:35]([CH2:37][C:38]#[CH:39])[N:36]=4)[CH2:28][S:29][C@H:24]23)=O)C=CC=CC=1.CO>C(Cl)Cl>[NH2:22][CH:23]1[C:56](=[O:57])[N:25]2[C:26]([C:40]([O:42][CH:43]([C:44]3[CH:45]=[CH:46][CH:47]=[CH:48][CH:49]=3)[C:50]3[CH:51]=[CH:52][CH:53]=[CH:54][CH:55]=3)=[O:41])=[C:27]([CH2:30][S:31][C:32]3[N:33]=[N:34][N:35]([CH2:37][C:38]#[CH:39])[N:36]=3)[CH2:28][S:29][C@H:24]12. Procedure details: A mixture of phosphorus pentachloride (8.5 g) in methylene chloride (130 ml) was cooled to 5° C. and thereto was added pyridine (3.2 g). The mixture was stirred for 30 minutes at room temperature, cooled to 5° C. and thereto was added benzhydryl 7-(2-phenylacetamido)-3-[2-(2-propynyl)-2H-tetrazol-5-yl]thiomethyl-3-cephem-4-carboxylate (13.0 g) to give a homogeneous solution. The obtained solution was stirred for 30 minutes at 5° C. and added to methanol (65.4 g) precooled to -30° C. The resultin... Reactants: [Cl-].[NH4+] (ammonium chloride), BrCC(=O)OC(C)(C)C (tert-butyl bromoacetate), Cl (HCl), C(C1=CC=CC=C1)OCC=1C(=NC=CC1C(CC)=O)OC (1-{3-[(benzyloxy)methyl]-2-methoxy-4-pyridinyl}-1-propanone). Reagents/catalysts: [Zn] (zinc). Solvent: O1CCCC1 (tetrahydrofuran). Yields the product C(C1=CC=CC=C1)OCC=1C(=NC=CC1C(CC(=O)OC(C)(C)C)(CC)O)OC (tert-butyl 3-{3-[(benzyloxy)methyl]-2-methoxy-4-pyridinyl}-3-hydroxypentanoate). The yield is 87.2%. RXN SMILES: Br[CH2:2][C:3]([O:5][C:6]([CH3:9])([CH3:8])[CH3:7])=[O:4].Cl.[CH2:11]([O:18][CH2:19][C:20]1[C:21]([O:30][CH3:31])=[N:22][CH:23]=[CH:24][C:25]=1[C:26](=[O:29])[CH2:27][CH3:28])[C:12]1[CH:17]=[CH:16][CH:15]=[CH:14][CH:13]=1.[Cl-].[NH4+]>O1CCCC1.[Zn]>[CH2:11]([O:18][CH2:19][C:20]1[C:21]([O:30][CH3:31])=[N:22][CH:23]=[CH:24][C:25]=1[C:26]([OH:29])([CH2:27][CH3:28])[CH2:2][C:3]([O:5][C:6]([CH3:9])([CH3:8])[CH3:7])=[O:4])[C:12]1[CH:13]=[CH:14][CH:15]=[CH:16][CH:17]=1 |f:3.4|. Procedure details: tert-butyl bromoacetate (13 ml, 80 mmol) is added dropwise to a zinc suspension (5.3 g, 80 mmol activated with 6N HCl over 10 seconds, then washed successively with water until a neutral pH is achieved, with acetone and with diethyl ether) in anhydrous tetrahydrofuran (60 ml) under reflux. The reaction medium is maintained under reflux for another 10 minutes after the addition is terminated. Then, a solution of 1-{3-[(benzyloxy)methyl]-2-methoxy-4-pyridinyl}-1-propanone (5.8 g, 20 mmol) in anhyd... Starting materials: ClC1=NC(=NC=C1C(F)(F)F)NC1=C(C=C(CP(OCC)(OCC)=O)C=C1)OC (diethyl (4-{[4-chloro-5-(trifluoromethyl)pyrimidin-2-yl]amino}-3-methoxybenzyl)phosphonate), NC=1C=CC=C2C(N(C(C12)=O)C)(C)C (7-Amino-2,3,3-trimethyl-2,3-dihydro-1H-isoindol-1-one), NC=1C=CC=C2C(N(C(C12)=O)C)(C)C (7-Amino-2,3,3-trimethyl-2,3-dihydro-1H-isoindol-1-one). The product is COC=1C=C(CP(OCC)(OCC)=O)C=CC1NC1=NC=C(C(=N1)NC1=C2C(N(C(C2=CC=C1)(C)C)C)=O)C(F)(F)F (Diethyl [3-methoxy-4-({5-(trifluoromethyl)-4-[(1,1,2-trimethyl-3-oxo-2,3-dihydro-1H-isoindol-4-yl)amino]pyrimidin-2-yl}amino)benzyl]phosphonate). As a reaction SMILES: Cl[C:2]1[C:7]([C:8]([F:11])([F:10])[F:9])=[CH:6][N:5]=[C:4]([NH:12][C:13]2[CH:27]=[CH:26][C:16]([CH2:17][P:18](=[O:25])([O:22][CH2:23][CH3:24])[O:19][CH2:20][CH3:21])=[CH:15][C:14]=2[O:28][CH3:29])[N:3]=1.[NH2:30][C:31]1[CH:32]=[CH:33][CH:34]=[C:35]2[C:39]=1[C:38](=[O:40])[N:37]([CH3:41])[C:36]2([CH3:43])[CH3:42]>>[CH3:29][O:28][C:14]1[CH:15]=[C:16]([CH:26]=[CH:27][C:13]=1[NH:12][C:4]1[N:3]=[C:2]([NH:30][C:31]2[CH:32]=[CH:33][CH:34]=[C:35]3[C:39]=2[C:38](=[O:40])[N:37]([CH3:41])[C:36]3([CH3:42])[CH3:43])[C:7]([C:8]([F:11])([F:10])[F:9])=[CH:6][N:5]=1)[CH2:17][P:18](=[O:25])([O:22][CH2:23][CH3:24])[O:19][CH2:20][CH3:21]. Procedure: The title compound was prepared according to the procedure from Example 102 using diethyl (4-{[4-chloro-5-(trifluoromethyl)pyrimidin-2-yl]amino}-3-methoxybenzyl)phosphonate and 7-Amino-2,3,3-trimethyl-2,3-dihydro-1H-isoindol-1-one (Compound 148A). 1H NMR (400 MHz, DMSO-d6) δ ppm: 9.00 (br s, 1H), 8.33 (s, 1H), 7.92 (s, 1H), 7.38-7.45 (m, 1H), 7.32 (br s, 1H), 7.07-7.16 (m, 2H), 6.84 (s, 1H), 6.31 (br s, 1H), 3.91 (quin, J=7.3 Hz, 4H), 3.77 (s, 3H), 3.13 (s, 3H), 3.06 (d, J=21.2 Hz, 2H), 1.27 (s,... The reactants are O=C([O-])[O-], CC(C)(C)C(=O)N1CCC(=O)CC1, CCO, Cl, NO, [Na+], [Na+]. Yields the product CC(C)(C)C(=O)N1CCC(=NO)CC1. RXN SMILES: [C:17](=[O:18])([O-:19])[O-:20].[CH3:1][C:2]([C:3](=[O:4])[N:5]1[CH2:6][CH2:7][C:8](=[O:11])[CH2:9][CH2:10]1)([CH3:12])[CH3:13].[CH3:23][CH2:24][OH:25].[ClH:14].[NH2:15][OH:16].[Na+:21].[Na+:22]>>[CH3:1][C:2]([C:3](=[O:4])[N:5]1[CH2:6][CH2:7][C:8](=[N:15][OH:16])[CH2:9][CH2:10]1)([CH3:12])[CH3:13]. Starting materials: ClCC(=O)NC1=CC=CC=2C(C3=CC=CC(=C3C(C12)=O)NC(CCl)=O)=O (1,8-Bis(chloroacetamido)anthraquinone), ClCC(=O)NC1=CC=CC=2C(C3=CC=CC(=C3C(C12)=O)NC(CCl)=O)=O (1,8-Bis(chloroacetamido)anthraquinone), N1=CC=CC=C1 (pyridine), C(C(C)C)N (Isobutylamine), ice water, CN(C=O)C (dimethylformamide). Run at time 30 minute. The product is C(C(C)C)NCC(=O)NC1=CC=CC=2C(C3=CC=CC(=C3C(C12)=O)NC(CNCC(C)C)=O)=O (1,8-Bis[2-(isobutylamino)acetamido]anthraquinone). Yield: 40.0%. RXN SMILES: Cl[CH2:2][C:3]([NH:5][C:6]1[C:19]2[C:18](=[O:20])[C:17]3[C:12](=[CH:13][CH:14]=[CH:15][C:16]=3[NH:21][C:22](=[O:25])[CH2:23]Cl)[C:11](=[O:26])[C:10]=2[CH:9]=[CH:8][CH:7]=1)=[O:4].[N:27]1[CH:32]=[CH:31][CH:30]=CC=1.[CH2:33]([NH2:37])[CH:34]([CH3:36])[CH3:35].[CH3:38]N(C)C=O>>[CH2:33]([NH:37][CH2:2][C:3]([NH:5][C:6]1[C:19]2[C:18](=[O:20])[C:17]3[C:12](=[CH:13][CH:14]=[CH:15][C:16]=3[NH:21][C:22](=[O:25])[CH2:23][NH:27][CH2:32][CH:31]([CH3:30])[CH3:38])[C:11](=[O:26])[C:10]=2[CH:9]=[CH:8][CH:7]=1)=[O:4])[CH:34]([CH3:36])[CH3:35]. Reported procedure: Add 0.4 g, 1.0 mmol 1,8-bis(chloroacetamido)anthraquinone (compound 3) with pyridine (0.5 ml), and 0.6 ml, 6 mmole Isobutylamine, dissolved in 20 ml dehydrated dimethylformamide (DMF). The mixture is reacted in a mini-reactor. The reaction temperature is 120° C. in the oil bath and the reaction time is 30 minutes. The reacted mixture is poured into 50 ml ice water and is filtered to collect precipitate. The precipitate is recrystallized from ethanol to get yellow compound 3k. The reactants are Cc1[nH]cnc1CSCCCN, O, CSc1ncc(Cc2cccnc2)c(=O)[nH]1. As a reaction SMILES: [CH3:17][c:18]1[c:19]([CH2:23][S:24][CH2:25][CH2:26][CH2:27][NH2:28])[n:20][cH:21][nH:22]1.[OH2:29].[n:1]1[cH:2][c:3]([CH2:7][c:8]2[c:9](=[O:16])[nH:10][c:11]([S:14][CH3:15])[n:12][cH:13]2)[cH:4][cH:5][cH:6]1>>[n:1]1[cH:2][c:3]([CH2:7][c:8]2[c:9](=[O:16])[nH:10][c:11]([NH:28][CH2:27][CH2:26][CH2:25][S:24][CH2:23][c:19]3[c:18]([CH3:17])[nH:22][cH:21][n:20]3)[n:12][cH:13]2)[cH:4][cH:5][cH:6]1. The product is Cc1[nH]cnc1CSCCCNc1ncc(Cc2cccnc2)c(=O)[nH]1. The reactants are C(C)OC(C(CC1=CC=C(C=C1)O)OCC)=O (2-Ethoxy-3-(4-hydroxyphenyl)propanoic acid ethyl ester), CS(=O)(=O)OC1=C(C=CC=C1)CCCS(=O)(=O)[O-] (2-(2-methanesulfonyloxyphenyl)ethylmethanesulfonate), Example 1 ( b ). Yields the product C(C)OC(C(CC1=CC=C(C=C1)OCCC1=C(C=CC=C1)OS(=O)(=O)C)OCC)=O (2-ethoxy-3-{4-[2-(2-methanesulfonyloxyphenyl)ethoxy]phenyl}propanoic acid ethyl ester). As a reaction SMILES: [CH2:1]([O:3][C:4](=[O:17])[CH:5]([O:14][CH2:15][CH3:16])[CH2:6][C:7]1[CH:12]=[CH:11][C:10]([OH:13])=[CH:9][CH:8]=1)[CH3:2].[CH3:18][S:19]([O:22][C:23]1[CH:28]=[CH:27][CH:26]=[CH:25][C:24]=1[CH2:29][CH2:30]CS([O-])(=O)=O)(=[O:21])=[O:20]>>[CH2:1]([O:3][C:4](=[O:17])[CH:5]([O:14][CH2:15][CH3:16])[CH2:6][C:7]1[CH:8]=[CH:9][C:10]([O:13][CH2:30][CH2:29][C:24]2[CH:25]=[CH:26][CH:27]=[CH:28][C:23]=2[O:22][S:19]([CH3:18])(=[O:20])=[O:21])=[CH:11][CH:12]=1)[CH3:2]. Procedure: 2-Ethoxy-3-(4-hydroxyphenyl)propanoic acid ethyl ester was alkylated with 2-(2-methanesulfonyloxyphenyl)ethylmethanesulfonate using the same method as in Example 1 (b) to give 2-ethoxy-3-{4-[2-(2-methanesulfonyloxyphenyl)ethoxy]phenyl}propanoic acid ethyl ester. The reactants are CS(=O)(=O)C1COC(=O)C1O, O=S(=O)(O)O. Yields the product CS(=O)(=O)C(CO)C(O)C(=O)O. Reaction SMILES: [CH3:1][S:2](=[O:3])(=[O:4])[CH:5]1[CH:6]([OH:11])[C:7](=[O:8])[O:9][CH2:10]1.[S:12]([OH:13])(=[O:14])(=[O:15])[OH:16]>>[CH3:1][S:2](=[O:3])(=[O:4])[CH:5]([CH:6]([C:7](=[O:8])[OH:13])[OH:11])[CH2:10][OH:9]. Reactants: O=C([O-])[O-], CC(C)=O, Fc1ccc(CBr)cc1, [K+], [K+], Oc1ccc2cc[nH]c2c1. Product: Fc1ccc(COc2ccc3cc[nH]c3c2)cc1. Reaction SMILES: [C:11](=[O:12])([O-:13])[O-:14].[CH3:26][C:27](=[O:28])[CH3:29].[F:17][c:18]1[cH:19][cH:20][c:21]([CH2:22][Br:23])[cH:24][cH:25]1.[K+:15].[K+:16].[OH:1][c:2]1[cH:3][cH:4][c:5]2[cH:6][cH:7][nH:8][c:9]2[cH:10]1>>[O:1]([c:2]1[cH:3][cH:4][c:5]2[cH:6][cH:7][nH:8][c:9]2[cH:10]1)[CH2:22][c:21]1[cH:20][cH:19][c:18]([F:17])[cH:25][cH:24]1. Reactants: C(C)(C)(C)OC(=O)N1CC(N(CC1)C1=CC(=CC=C1)Cl)=O (4-(tert-butoxycarbonyl)-1-(3-chlorophenyl)-2-piperazinone), C[Si]([N-][Si](C)(C)C)(C)C.[Li+] (lithium hexamethyldisilazide), C(#N)C1=CC=C(CN2C=NC=C2C=O)C=C1 (1-(4-cyanobenzyl)-5-imidazole-carboxaldehyde). Run in C1CCOC1 (THF), C1CCOC1 (THF). Reaction conditions: time 20 minute. Yields the product C(C)(C)(C)OC(=O)N1C(C(N(CC1)C1=CC(=CC=C1)Cl)=O)C(O)C1=CN=CN1CC1=CC=C(C=C1)C#N ((±)-4-(tert-butoxycarbonyl)-1-(3-chloropheny)-3-[1-(1-(4-cyanobenzyl)-5-imidazolyl)-1-(hydroxy)methyl]-2-piperazinone). The yield is 36.4%. As a reaction SMILES: [C:1]([O:5][C:6]([N:8]1[CH2:13][CH2:12][N:11]([C:14]2[CH:19]=[CH:18][CH:17]=[C:16]([Cl:20])[CH:15]=2)[C:10](=[O:21])[CH2:9]1)=[O:7])([CH3:4])([CH3:3])[CH3:2].C[Si](C)(C)[N-][Si](C)(C)C.[Li+].[C:32]([C:34]1[CH:47]=[CH:46][C:37]([CH2:38][N:39]2[C:43]([CH:44]=[O:45])=[CH:42][N:41]=[CH:40]2)=[CH:36][CH:35]=1)#[N:33]>C1COCC1>[C:1]([O:5][C:6]([N:8]1[CH2:13][CH2:12][N:11]([C:14]2[CH:19]=[CH:18][CH:17]=[C:16]([Cl:20])[CH:15]=2)[C:10](=[O:21])[CH:9]1[CH:44]([C:43]1[N:39]([CH2:38][C:37]2[CH:46]=[CH:47][C:34]([C:32]#[N:33])=[CH:35][CH:36]=2)[CH:40]=[N:41][CH:42]=1)[OH:45])=[O:7])([CH3:4])([CH3:2])[CH3:3] |f:1.2|. Procedure: To a solution of the piperazinone from Step I (98.0 mg, 0.316 mmol) in 1.5 mL of THF at -78 ° C. was added dropwise 1M lithium hexamethyldisilazide solution (0.332 mL, 0.332 mmol). After 20 minutes. a solution of the aldehyde from Step E (76 mg, 0.360 mmol) in 0.5 mL of THF was added. After 30 min, the reaction was quenched with sat aq. NH4Cl soln., poured into EtOAc, and washed with sat. aq. NaHCO3 soln., and brine. The solution was dried (Na2SO4), filtered, and concentrated in vacuo to provide...